This data is from the Open Reaction Database (ORD), a public repository of structured organic reaction records. The task is: describe an organic reaction: reactants, conditions, products, and yield The reactants are ClC=1C2=C(N=C(N1)N1CCOCC1)N(CC2)C2=CC=NC=C2 (4-chloro-2-morpholin-4-yl-7-pyridin-4-yl-6,7-dihydro-5H-pyrrolo[2,3-d]pyrimidine), COC1=NC=C(C=N1)B(O)O (2-methoxypyrimidin-5-boronic acid), B(O)O (boronic acid). Product: COC1=NC=C(C=N1)C=1C2=C(N=C(N1)N1CCOCC1)N(CC2)C2=CC=NC=C2 (4-(2-Methoxy-pyrimidin-5-yl)-2-morpholin-4-yl-7-pyridin-4-yl-6,7-dihydro-5H-pyrrolo[2,3-d]pyrimidine). RXN SMILES: Cl[C:2]1[C:3]2[CH2:16][CH2:15][N:14]([C:17]3[CH:22]=[CH:21][N:20]=[CH:19][CH:18]=3)[C:4]=2[N:5]=[C:6]([N:8]2[CH2:13][CH2:12][O:11][CH2:10][CH2:9]2)[N:7]=1.[CH3:23][O:24][C:25]1[N:30]=[CH:29][C:28](B(O)O)=[CH:27][N:26]=1.B(O)O>>[CH3:23][O:24][C:25]1[N:30]=[CH:29][C:28]([C:2]2[C:3]3[CH2:16][CH2:15][N:14]([C:17]4[CH:22]=[CH:21][N:20]=[CH:19][CH:18]=4)[C:4]=3[N:5]=[C:6]([N:8]3[CH2:13][CH2:12][O:11][CH2:10][CH2:9]3)[N:7]=2)=[CH:27][N:26]=1. Reported procedure: In the same manner as Example 1-B-10, using 4-chloro-2-morpholin-4-yl-7-pyridin-4-yl-6,7-dihydro-5H-pyrrolo[2,3-d]pyrimidine, and 2-methoxypyrimidin-5-boronic acid as a boronic acid, the desired compound was obtained. Reactants: C1(=CC=C(C=C1)S(=O)(=O)[O-])C.[NH+]1=CC=CC=C1 (Pyridinium para-toluenesulfonate), CC(C)(C)[Si](OCC=1N=NN(C1CO[Si](C1=CC=CC=C1)(C1=CC=CC=C1)C(C)(C)C)C)(C)C (4-({[(1,1-dimethylethyl)(dimethyl)silyl]oxy}methyl)-5-({[(1,1-dimethylethyl)(diphenyl)silyl]oxy}methyl)-1-methyl-1H-1,2,3-triazole). Run in CCO (EtOH). Run at temperature 50 celsius. The product is CC(C)(C)[Si](OCC1=C(N=NN1C)CO)(C1=CC=CC=C1)C1=CC=CC=C1 ([5-({[(1,1-Dimethylethyl)(diphenyl)silyl]oxy}methyl)-1-methyl-1H-[1,2,3]triazol-4-yl]methanol). Isolated yield 88.3%. As a reaction SMILES: C1(C)C=CC(S([O-])(=O)=O)=CC=1.[NH+]1C=CC=CC=1.CC([Si](C)(C)[O:23][CH2:24][C:25]1[N:26]=[N:27][N:28]([CH3:49])[C:29]=1[CH2:30][O:31][Si:32]([C:45]([CH3:48])([CH3:47])[CH3:46])([C:39]1[CH:44]=[CH:43][CH:42]=[CH:41][CH:40]=1)[C:33]1[CH:38]=[CH:37][CH:36]=[CH:35][CH:34]=1)(C)C>CCO>[CH3:48][C:45]([Si:32]([C:39]1[CH:44]=[CH:43][CH:42]=[CH:41][CH:40]=1)([C:33]1[CH:38]=[CH:37][CH:36]=[CH:35][CH:34]=1)[O:31][CH2:30][C:29]1[N:28]([CH3:49])[N:27]=[N:26][C:25]=1[CH2:24][OH:23])([CH3:46])[CH3:47] |f:0.1|. Procedure details: Pyridinium para-toluenesulfonate (0.99 g, 3.94 mmol) was added to a stirred solution of 4-({[(1,1-dimethylethyl)(dimethyl)silyl]oxy}methyl)-5-({[(1,1-dimethylethyl)(diphenyl)silyl]oxy}methyl)-1-methyl-1H-1,2,3-triazole (1.77 g, 3.56 mmol) in EtOH (50 ml) and then heated at 50° C. for 6 h. The reaction mixture was concentrated under reduced pressure, then taken up in EtOAc (100 ml) and washed with H2O (100 ml), 2N NaOH (100 ml) and brine (100 ml). After drying, the solvents were removed under red...